This data is from the Open Reaction Database (ORD), a public repository of structured organic reaction records. The task is: describe an organic reaction: reactants, conditions, products, and yield Starting materials: CCCNCC, CC#N, OCc1ccc(CCl)cc1, [I-], [K+], [K+], [K+], O=C([O-])[O-]. Yields the product CCCN(CC)Cc1ccc(CO)cc1. As a reaction SMILES: [CH2:11]([CH3:12])[NH:13][CH2:14][CH2:15][CH3:16].[CH3:25][C:26]#[N:27].[Cl:1][CH2:2][c:3]1[cH:4][cH:5][c:6]([CH2:9][OH:10])[cH:7][cH:8]1.[I-:18].[K+:17].[K+:19].[K+:20].[O-:21][C:22]([O-:23])=[O:24]>>[CH2:2]([c:3]1[cH:4][cH:5][c:6]([CH2:9][OH:10])[cH:7][cH:8]1)[N:13]([CH2:11][CH3:12])[CH2:14][CH2:15][CH3:16].